This data is from the Open Reaction Database (ORD), a public repository of structured organic reaction records. The task is: describe an organic reaction: reactants, conditions, products, and yield Reactants: [Al+3], CCOCC, COC(=O)c1cc(Cl)ccn1, [H-], [H-], [H-], [H-], [Li+]. Product: OCc1cc(Cl)ccn1. RXN SMILES: [Al+3:2].[CH3:18][CH2:19][O:20][CH2:21][CH3:22].[Cl:7][c:8]1[cH:9][c:10]([C:14](=[O:15])[O:16][CH3:17])[n:11][cH:12][cH:13]1.[H-:1].[H-:4].[H-:5].[H-:6].[Li+:3]>>[Cl:7][c:8]1[cH:9][c:10]([CH2:14][OH:15])[n:11][cH:12][cH:13]1. Reactants: solution, C(=O)(Cl)Cl (phosgene), CC1(CC1)C(=O)NN (1-methylcyclopropane carboxylic acid hydrazide). Solvent: C(Cl)Cl (methylene chloride). Yields the product O=C1OC(N=N1)C1(CC1)C (2-oxo-5-(1'-methylcyclopropyl)-1,3,4-oxadiazoline). As a reaction SMILES: [CH3:1][C:2]1([C:5]([NH:7][NH2:8])=[O:6])[CH2:4][CH2:3]1.[C:9](Cl)(Cl)=[O:10]>C(Cl)Cl>[O:10]=[C:9]1[N:8]=[N:7][CH:5]([C:2]2([CH3:1])[CH2:4][CH2:3]2)[O:6]1. Procedure details: 85 gm of 1-methylcyclopropane carboxylic acid hydrazide was added to methylene chloride on a 3-neck 2-liter round bottom flask. The system was first cooled to 0°-5° C. and 590.5 gm of a 12.5% solution of phosgene added dropwise over a period of time. The system was then heated at reflux for 7 hours. The methylene chloride was removed by stripping. The product was washed with petroleum ether and filtered to give 66.6 gm of 2-oxo-5-(1'-methylcyclopropyl)-1,3,4-oxadiazoline as light brown crystals,... Starting materials: Brc1ccc(-c2nnc(SCc3ccccc3)o2)o1, CCN(C(C)C)C(C)C, C1CN2CCC(CC2)N1, [Na+], [OH-]. Product: Brc1ccc(-c2nnc(N3CCN4CCC3CC4)o2)o1. RXN SMILES: [CH2:10]([S:11][c:18]1[o:19][c:20](-[c:23]2[o:24][c:25]([Br:28])[cH:26][cH:27]2)[n:21][n:22]1)[c:12]1[cH:13][cH:14][cH:15][cH:16][cH:17]1.[CH:29]([N:30]([CH2:31][CH3:32])[CH:33]([CH3:34])[CH3:35])([CH3:36])[CH3:37].[N:1]12[CH2:2][CH2:3][NH:4][CH:5]([CH2:6][CH2:7]1)[CH2:8][CH2:9]2.[Na+:39].[OH-:38]>>[N:1]12[CH2:2][CH2:3][N:4]([c:18]3[o:19][c:20](-[c:23]4[o:24][c:25]([Br:28])[cH:26][cH:27]4)[n:21][n:22]3)[CH:5]([CH2:6][CH2:7]1)[CH2:8][CH2:9]2. Reactants: C(N)(SC)=S.[Na] (sodium monomethyl dithiocarbamate), ClCC(=O)NC=1SC=C(N1)C(C(=O)N[C@@H]1C(N([C@@H]1C(=O)OC)S(=O)(=O)[O-])=O)=NOCC.[Na+] (sodium cis-3-[2-(2-chloroacetamido-4-thiazolyl)-2-ethoxyiminoacetamido]-4-methoxycarbonyl-2-oxoazetidine-1-sulfonate), C(N)(SC)=S.[Na] (sodium monomethyl dithiocarbamate). Run in O (water). Conditions: time 1 hour. Product: NC=1SC=C(N1)C(C(=O)N[C@@H]1C(N([C@@H]1C(=O)OC)S(=O)(=O)[O-])=O)=NOCC.[Na+] (sodium cis-3-[2-(2-amino-4-thiazolyl)-2-ethoxyiminoacetamido]-4-methoxycarbonyl-2-oxoazetidine-1-sulfonate). As a reaction SMILES: ClCC([NH:5][C:6]1[S:7][CH:8]=[C:9]([C:11](=[N:28][O:29][CH2:30][CH3:31])[C:12]([NH:14][C@H:15]2[C@@H:18]([C:19]([O:21][CH3:22])=[O:20])[N:17]([S:23]([O-:26])(=[O:25])=[O:24])[C:16]2=[O:27])=[O:13])[N:10]=1)=O.[Na+:32].C(=S)(SC)N.[Na]>O>[NH2:5][C:6]1[S:7][CH:8]=[C:9]([C:11](=[N:28][O:29][CH2:30][CH3:31])[C:12]([NH:14][C@H:15]2[C@@H:18]([C:19]([O:21][CH3:22])=[O:20])[N:17]([S:23]([O-:26])(=[O:24])=[O:25])[C:16]2=[O:27])=[O:13])[N:10]=1.[Na+:32] |f:0.1,2.3,5.6,^1:37|. Procedure details: To a solution of 110 mg of sodium cis-3-[2-(2-chloroacetamido-4-thiazolyl)-2-ethoxyiminoacetamido]-4-methoxycarbonyl-2-oxoazetidine-1-sulfonate (syn-isomer) in 8 ml of water in added under ice-cooling 30 mg of sodium monomethyl dithiocarbamate. The mixture is stirred at room temperature for one hour, then another 10 mg of sodium monomethyl dithiocarbamate is added thereto. After the mixture is stirred for further one hour, the resulting reaction mixture is subjected to filtration, and the filtra... The reactants are BrC=1C=C2C=C(N(C2=CC1)CC1=CC(=C(C=C1)Cl)Cl)C(=O)OCC (Ethyl 5-bromo-N-(3,4dichlorobenzyl)indole-2-carboxylate), CN(C1=CC=C(C=C1)B(O)O)C (4-dimethylaminobenzene boronic acid). The reagents and catalysts are C=1C=CC(=CC1)[P](C=2C=CC=CC2)(C=3C=CC=CC3)[Pd]([P](C=4C=CC=CC4)(C=5C=CC=CC5)C=6C=CC=CC6)([P](C=7C=CC=CC7)(C=8C=CC=CC8)C=9C=CC=CC9)[P](C=1C=CC=CC1)(C=1C=CC=CC1)C=1C=CC=CC1.C1(=CC=CC=C1)P(C1=CC=CC=C1)C1=CC=CC=C1.[Pd] (tetrakis triphenylphosphine palladium(0)). The solvent is C1(=CC=CC=C1)C.C(C)O (toluene ethanol). Conditions: temperature 80 celsius. Yields the product ClC=1C=C(CN2C(=CC3=CC(=CC=C23)C2=CC=C(C=C2)N(C)C)C(=O)OCC)C=CC1Cl (Ethyl N-(3,4-dichlorobenzyl)-5-(4-[N,N-dimethylamino]phenyl)indole-2-carboxylate). Isolated yield 76.2%. As a reaction SMILES: Br[C:2]1[CH:3]=[C:4]2[C:8](=[CH:9][CH:10]=1)[N:7]([CH2:11][C:12]1[CH:17]=[CH:16][C:15]([Cl:18])=[C:14]([Cl:19])[CH:13]=1)[C:6]([C:20]([O:22][CH2:23][CH3:24])=[O:21])=[CH:5]2.[CH3:25][N:26]([CH3:36])[C:27]1[CH:32]=[CH:31][C:30](B(O)O)=[CH:29][CH:28]=1>C1(C)C=CC=CC=1.C(O)C.C1C=CC([P]([Pd]([P](C2C=CC=CC=2)(C2C=CC=CC=2)C2C=CC=CC=2)([P](C2C=CC=CC=2)(C2C=CC=CC=2)C2C=CC=CC=2)[P](C2C=CC=CC=2)(C2C=CC=CC=2)C2C=CC=CC=2)(C2C=CC=CC=2)C2C=CC=CC=2)=CC=1.C1(P(C2C=CC=CC=2)C2C=CC=CC=2)C=CC=CC=1.[Pd]>[Cl:19][C:14]1[CH:13]=[C:12]([CH:17]=[CH:16][C:15]=1[Cl:18])[CH2:11][N:7]1[C:8]2[C:4](=[CH:3][C:2]([C:30]3[CH:31]=[CH:32][C:27]([N:26]([CH3:36])[CH3:25])=[CH:28][CH:29]=3)=[CH:10][CH:9]=2)[CH:5]=[C:6]1[C:20]([O:22][CH2:23][CH3:24])=[O:21] |f:2.3,4.5.6,^1:50,52,71,90|. Procedure details: Ethyl 5-bromo-N-(3,4dichlorobenzyl)indole-2-carboxylate (0.3 g), 4-dimethylaminobenzene boronic acid (0.13 g) and tetrakis triphenylphosphine-palladium(0) (20 mg) were dissolved in degassed toluene/ethanol/2M potassium carbonate (2:2:1) under argon and warmed at 80° C. for 16 hours. The reaction was then cooled to room temperature and partitioned between 2M HCl and ethyl acetate. Combined organic extracts were dried (MgSO4) and concentrated in vacuo. The residue was purified by column chromatogr... Starting materials: [OH-].[Na+] (sodium hydroxide), [N+](=O)(O)[O-] (nitric acid), CC1=C(C=C2C(=[N+]1[O-])CCCCC2)C(=O)OCC (ethyl 2-methyl-6,7,8,9-tetrahydro-5H-cyclohepta[b]pyridine-3-carboxylate N-oxide), ice water. Run at temperature 90 celsius, time 2 hour. Product: CC1=C(C(=C2C(=[N+]1[O-])CCCCC2)[N+](=O)[O-])C(=O)OCC (Ethyl 2-methyl-4-nitro-6,7,8,9-tetrahydro-5H-cyclohepta[b]pyridine-3-carboxylate N-oxide). Isolated yield 92.4%. As a reaction SMILES: [N+:1]([O-:4])(O)=[O:2].[CH3:5][C:6]1[N+:11]([O-:12])=[C:10]2[CH2:13][CH2:14][CH2:15][CH2:16][CH2:17][C:9]2=[CH:8][C:7]=1[C:18]([O:20][CH2:21][CH3:22])=[O:19].[OH-].[Na+]>>[CH3:5][C:6]1[N+:11]([O-:12])=[C:10]2[CH2:13][CH2:14][CH2:15][CH2:16][CH2:17][C:9]2=[C:8]([N+:1]([O-:4])=[O:2])[C:7]=1[C:18]([O:20][CH2:21][CH3:22])=[O:19] |f:2.3|. Reported procedure: Fuming nitric acid (27.0 ml) was added dropwise to ethyl 2-methyl-6,7,8,9-tetrahydro-5H-cyclohepta[b]pyridine-3-carboxylate N-oxide (3.10 g, 12.4 mmol) at 0° C., and the mixture was stirred at 90° C. for 2 hours. After cooling, the reaction solution was poured into ice water, mixed with 2 N sodium hydroxide aqueous solution and extracted with chloroform, and the thus obtained organic layer was washed with water and saturated brine in that order and dried over anhydrous sodium sulfate. After evap...